Task: describe an organic reaction: reactants, conditions, products, and yield. Dataset: the Open Reaction Database (ORD), a public repository of structured organic reaction records Reactants: C(C1=CC=CC=C1)NC1=NC=CC(=C1)C=1C(=NN2C1CCCC2)C2=CC=C(C=C2)F (N-benzyl-4-[2-(4-fluorophenyl)-4,5,6,7-tetrahydropyrazolo[1,5-a]pyridin-3-yl]pyridine-2-amine), ice water. Run in S(O)(O)(=O)=O (sulphuric acid). Reaction conditions: time 1 hour. Yields the product FC1=CC=C(C=C1)C1=NN2C(CCCC2)=C1C1=CC(=NC=C1)N (4-[2-(4-Fluorophenyl)-4,5,6,7-tetrahydropyrazolo[1,5-a]pyridin-3-yl]pyridine-2-amine). As a reaction SMILES: C([NH:8][C:9]1[CH:14]=[C:13]([C:15]2[C:16]([C:24]3[CH:29]=[CH:28][C:27]([F:30])=[CH:26][CH:25]=3)=[N:17][N:18]3[CH2:23][CH2:22][CH2:21][CH2:20][C:19]=23)[CH:12]=[CH:11][N:10]=1)C1C=CC=CC=1>S(=O)(=O)(O)O>[F:30][C:27]1[CH:28]=[CH:29][C:24]([C:16]2[C:15]([C:13]3[CH:12]=[CH:11][N:10]=[C:9]([NH2:8])[CH:14]=3)=[C:19]3[CH2:20][CH2:21][CH2:22][CH2:23][N:18]3[N:17]=2)=[CH:25][CH:26]=1. Procedure details: With ice-cooling, 10 ml of conc. sulphuric acid are added to 1.29 g (1.29 mmol) of N-benzyl-4-[2-(4-fluorophenyl)-4,5,6,7-tetrahydropyrazolo[1,5-a]pyridin-3-yl]pyridine-2-amine, and the mixture is stirred at room temperature for 1 h. The reaction mixture is stirred into ice-water, adjusted to pH 10 using cone. NaOH and extracted with 3×50 ml of dichloromethane. The combined organic phases are washed with water, dried over MgSO4 and freed from the solvent under reduced pressure. This gives 239 mg... As a reaction SMILES: [OH-].[K+].C(=O)([O-])[O-].[K+].[K+].Cl[C:10]1[CH:15]=[C:14]([C:16]2[N:20]([C:21]3[CH:26]=[CH:25][CH:24]=[C:23]([CH3:27])[CH:22]=3)[N:19]=[C:18]([CH3:28])[CH:17]=2)[CH:13]=[CH:12][N:11]=1.[CH2:29]([OH:36])[C:30]1[CH:35]=[CH:34][CH:33]=[CH:32][CH:31]=1.COCCOCCN(CCOCCOC)CCOCCOC>C1(C)C=CC=CC=1>[CH2:29]([O:36][C:10]1[CH:15]=[C:14]([C:16]2[N:20]([C:21]3[CH:26]=[CH:25][CH:24]=[C:23]([CH3:27])[CH:22]=3)[N:19]=[C:18]([CH3:28])[CH:17]=2)[CH:13]=[CH:12][N:11]=1)[C:30]1[CH:35]=[CH:34][CH:33]=[CH:32][CH:31]=1 |f:0.1,2.3.4|. Product: C(C1=CC=CC=C1)OC1=NC=CC(=C1)C1=CC(=NN1C1=CC(=CC=C1)C)C (2-Bezyloxy-4-[1-(3-methylphenyl)-3-methyl-1H-pyrazol-5-yl]pyridine). Procedure details: To a suspension of potassium hydroxide (0.67 g, 0.012 mol) and potassium carbonate (0.41 g, 0.003 mol) in 30 mL of toluene was added 2-chloro-4-[1-(3-methylphenyl)-3-methyl-1H-pyrazol-5-yl]pyridine (0.85 g, 0.003 mol). Then benzyl alcohol (0.49 g, 0.0045 mol) was charged into the reaction mixture, followed by the addition of tris[2-(2-methoxyethoxy)ethyl]amine (0.1 g, 0.0003 mol) and the mixture was heated at reflux overnight (about eighteen hours). Toluene was removed under vacuum and the resid... Run in C1(=CC=CC=C1)C (toluene). Starting materials: C(C1=CC=CC=C1)O (benzyl alcohol), COCCOCCN(CCOCCOC)CCOCCOC (tris[2-(2-methoxyethoxy)ethyl]amine), [OH-].[K+] (potassium hydroxide), C([O-])([O-])=O.[K+].[K+] (potassium carbonate), ClC1=NC=CC(=C1)C1=CC(=NN1C1=CC(=CC=C1)C)C (2-chloro-4-[1-(3-methylphenyl)-3-methyl-1H-pyrazol-5-yl]pyridine). The reactants are ON1N=NC2=C1N=CC=C2 (1-hydroxy-7-azabenzotriazole), FC1=C(C=CC=C1)C=1C=NC(=NC1)N1C=C(C2=CC=C(C=C12)C(=O)O)C (1-(5-(2-Fluorophenyl)pyrimidin-2-yl)-3-methyl-1H-indole-6-carboxylic acid), O1CNCCC1 (1,3-oxazinane), C(C)(C)N(CC)C(C)C (diisopropylethylamine). The solvent is ClCCl (dichloromethane). Run at time 18 hour. Yields the product FC1=C(C=CC=C1)C=1C=NC(=NC1)N1C=C(C2=CC=C(C=C12)C(=O)N1COCCC1)C ((1-(5-(2-Fluorophenyl)pyrimidin-2-yl)-3-methyl-1H-indol-6-yl)(1,3-oxazinan-3-yl)methanone). RXN SMILES: ON1C2N=CC=CC=2N=N1.[F:11][C:12]1[CH:17]=[CH:16][CH:15]=[CH:14][C:13]=1[C:18]1[CH:19]=[N:20][C:21]([N:24]2[C:32]3[C:27](=[CH:28][CH:29]=[C:30]([C:33](O)=[O:34])[CH:31]=3)[C:26]([CH3:36])=[CH:25]2)=[N:22][CH:23]=1.[O:37]1[CH2:42][CH2:41][CH2:40][NH:39][CH2:38]1.C(N(C(C)C)CC)(C)C>ClCCl>[F:11][C:12]1[CH:17]=[CH:16][CH:15]=[CH:14][C:13]=1[C:18]1[CH:19]=[N:20][C:21]([N:24]2[C:32]3[C:27](=[CH:28][CH:29]=[C:30]([C:33]([N:39]4[CH2:40][CH2:41][CH2:42][O:37][CH2:38]4)=[O:34])[CH:31]=3)[C:26]([CH3:36])=[CH:25]2)=[N:22][CH:23]=1. Reported procedure: EDCxHCl (109 mg, 0.57 mmol) and 1-hydroxy-7-azabenzotriazole (17 mg, 0.12 mmol) were added to a solution of acid 89b) (200 mg, 0.50 mmol), 1,3-oxazinane (43.1 mg, 0.50 mmol) and diisopropylethylamine (0.13 mL, 0.74 mmol) in dichloromethane (2 mL) and the reaction mixture was stirred at room temperature for 18 h. The solvent was evaporated and the residue purified by column chromatography [silica, heptane with 5 to 100% ethyl acetate]. White solid. Yield: 51 mg. HPLC-MS: m/z [M+H]+=417.2 Product: CC1(C)CNC(c2cnc3c(c2)N(S(=O)(=O)c2ccc(C(F)(F)F)cc2)CCO3)=N1. Reaction SMILES: [CH3:33][c:34]1[cH:35][cH:36][cH:37][cH:38][cH:39]1.[F:1][C:2]([c:3]1[cH:4][cH:5][c:6]([S:9](=[O:10])(=[O:11])[N:12]2[c:13]3[c:14]([n:18][cH:19][c:20]([C:22]#[N:23])[cH:21]3)[O:15][CH2:16][CH2:17]2)[cH:7][cH:8]1)([F:24])[F:25].[NH2:26][CH2:27][C:28]([CH3:29])([CH3:30])[NH2:31].[S:32]>>[F:1][C:2]([c:3]1[cH:4][cH:5][c:6]([S:9](=[O:10])(=[O:11])[N:12]2[c:13]3[c:14]([n:18][cH:19][c:20]([C:22]4=[N:23][C:28]([CH3:29])([CH3:30])[CH2:27][NH:26]4)[cH:21]3)[O:15][CH2:16][CH2:17]2)[cH:7][cH:8]1)([F:24])[F:25]. The reactants are Cc1ccccc1, N#Cc1cnc2c(c1)N(S(=O)(=O)c1ccc(C(F)(F)F)cc1)CCO2, CC(C)(N)CN, S. The reactants are O=C(OCc1ccccc1)ON1C(=O)CCC1=O, COCCOC, Cl, CC(C)(C)OC(=O)N1CCC(N)(C(=O)O)CC1, [Na+], [OH-]. Product: CC(C)(C)OC(=O)N1CCC(NC(=O)OCc2ccccc2)(C(=O)O)CC1. RXN SMILES: [CH2:19]([c:20]1[cH:21][cH:22][cH:23][cH:24][cH:25]1)[O:26][C:27](=[O:28])[O:29][N:30]1[C:31](=[O:32])[CH2:33][CH2:34][C:35]1=[O:36].[CH3:39][O:40][CH2:41][CH2:42][O:43][CH3:44].[ClH:18].[NH2:1][C:2]1([C:15](=[O:16])[OH:17])[CH2:3][CH2:4][N:5]([C:8](=[O:9])[O:10][C:11]([CH3:12])([CH3:13])[CH3:14])[CH2:6][CH2:7]1.[Na+:38].[OH-:37]>>[NH:1]([C:2]1([C:15](=[O:16])[OH:17])[CH2:3][CH2:4][N:5]([C:8](=[O:9])[O:10][C:11]([CH3:12])([CH3:13])[CH3:14])[CH2:6][CH2:7]1)[C:27]([O:26][CH2:19][c:20]1[cH:21][cH:22][cH:23][cH:24][cH:25]1)=[O:28]. Starting materials: CCCCCc1ccc(-c2ccc(CCC3CCC(C#N)CC3)cc2)cc1, O=C([O-])C(O)C(O)C(=O)[O-], ClCCl, CC(C)C[AlH]CC(C)C, Cc1ccccc1, [K+], [Na+]. Yields the product CCCCCc1ccc(-c2ccc(CCC3CCC(C=O)CC3)cc2)cc1. Reaction SMILES: [C:1](#[N:2])[CH:3]1[CH2:4][CH2:5][CH:6]([CH2:9][CH2:10][c:11]2[cH:12][cH:13][c:14](-[c:17]3[cH:18][cH:19][c:20]([CH2:23][CH2:24][CH2:25][CH2:26][CH3:27])[cH:21][cH:22]3)[cH:15][cH:16]2)[CH2:7][CH2:8]1.[C:37](=[O:38])([CH:39]([CH:40]([C:41]([O-:42])=[O:43])[OH:44])[OH:45])[O-:46].[CH2:49]([Cl:50])[Cl:51].[CH3:28][CH:29]([CH2:30][AlH:31][CH2:32][CH:33]([CH3:34])[CH3:35])[CH3:36].[CH3:52][c:53]1[cH:54][cH:55][cH:56][cH:57][cH:58]1.[K+:48].[Na+:47]>>[CH:1]([CH:3]1[CH2:4][CH2:5][CH:6]([CH2:9][CH2:10][c:11]2[cH:12][cH:13][c:14](-[c:17]3[cH:18][cH:19][c:20]([CH2:23][CH2:24][CH2:25][CH2:26][CH3:27])[cH:21][cH:22]3)[cH:15][cH:16]2)[CH2:7][CH2:8]1)=[O:38]. Reactants: BrC=1C=NC(=NC1)C(=O)N1CCN(CC1)C1=NC=C(C=C1C)C ((5-bromopyrimidin-2-yl)[4-(3,5-dimethylpyridin-2-yl)piperazin-1-yl]methanone), C(C)(=O)N1C(NCC1)=O (1-acetylimidazolidin-2-one). The product is C(C)(=O)N1C(N(CC1)C=1C=NC(=NC1)C(=O)N1CCN(CC1)C1=NC=C(C=C1C)C)=O (1-acetyl-3-{2-[4-(3,5-dimethylpyridin-2-yl)piperazine-1-carbonyl]pyrimidin-5-yl}imidazolidin-2-one). Isolated yield 8.7%. Reaction SMILES: Br[C:2]1[CH:3]=[N:4][C:5]([C:8]([N:10]2[CH2:15][CH2:14][N:13]([C:16]3[C:21]([CH3:22])=[CH:20][C:19]([CH3:23])=[CH:18][N:17]=3)[CH2:12][CH2:11]2)=[O:9])=[N:6][CH:7]=1.[C:24]([N:27]1[CH2:31][CH2:30][NH:29][C:28]1=[O:32])(=[O:26])[CH3:25]>>[C:24]([N:27]1[CH2:31][CH2:30][N:29]([C:2]2[CH:3]=[N:4][C:5]([C:8]([N:10]3[CH2:15][CH2:14][N:13]([C:16]4[C:21]([CH3:22])=[CH:20][C:19]([CH3:23])=[CH:18][N:17]=4)[CH2:12][CH2:11]3)=[O:9])=[N:6][CH:7]=2)[C:28]1=[O:32])(=[O:26])[CH3:25]. Procedure details: Using (5-bromopyrimidin-2-yl)[4-(3,5-dimethylpyridin-2-yl)piperazin-1-yl]methanone (376 mg) described in Preparation Example 229 and 1-acetylimidazolidin-2-one (192 mg) and by the reaction and treatment in the same manner as in Example 511, the title compound (37 mg) was obtained. Reactants: NC(=O)CBr, CN(C)C=O, O=C(Nc1cccc(C(F)(F)F)c1)n1ccc2cc(Oc3ncnc4c3CNC4)ccc21. Product: NC(=O)CN1Cc2ncnc(Oc3ccc4c(ccn4C(=O)Nc4cccc(C(F)(F)F)c4)c3)c2C1. Reaction SMILES: [Br:33][CH2:34][C:35](=[O:36])[NH2:37].[O:38]=[CH:39][N:40]([CH3:41])[CH3:42].[n:1]1[cH:2][n:3][c:4]([O:10][c:11]2[cH:12][c:13]3[cH:14][cH:15][n:16]([C:20](=[O:21])[NH:22][c:23]4[cH:24][c:25]([C:29]([F:30])([F:31])[F:32])[cH:26][cH:27][cH:28]4)[c:17]3[cH:18][cH:19]2)[c:5]2[c:6]1[CH2:7][NH:8][CH2:9]2>>[n:1]1[cH:2][n:3][c:4]([O:10][c:11]2[cH:12][c:13]3[cH:14][cH:15][n:16]([C:20](=[O:21])[NH:22][c:23]4[cH:24][c:25]([C:29]([F:30])([F:31])[F:32])[cH:26][cH:27][cH:28]4)[c:17]3[cH:18][cH:19]2)[c:5]2[c:6]1[CH2:7][N:8]([CH2:34][C:35](=[O:36])[NH2:37])[CH2:9]2. The reactants are ClC=1C=C2C=3C=CN=CC3NC2=C(C1)NC(=O)C1N(CC(OC1)(C)C)CC(C(C)C)N (4-(2-amino-3-methyl-butyl)-6,6-dimethyl-morpholine-3-carboxylic acid (6-chloro-9H-β-carbolin-8-yl)-amide), CC1=C(C(=O)O)C=CC=N1 (2-methyl-nicotinic acid), CCN=C=NCCCN(C)C (EDCI). Solvent: N1=CC=CC=C1 (pyridine), O (water), O (water), CCOC(=O)C (EtOAc). Conditions: time 6.5 hour. The product is ClC=1C=C2C=3C=CN=CC3NC2=C(C1)NC(=O)C1N(CC(OC1)(C)C)CC(C(C)C)NC(=O)C=1C(=NC=CC1)C (6,6-dimethyl-4-{3-methyl-2-[(2-methyl-pyridine-3-carbonyl)-amino]-butyl}-morpholine-3-carboxylic acid (6-chloro-9H-β-carbolin-8-yl)-amide). Isolated yield 76.7%. RXN SMILES: [Cl:1][C:2]1[CH:3]=[C:4]2[C:12](=[C:13]([NH:15][C:16]([CH:18]3[CH2:23][O:22][C:21]([CH3:25])([CH3:24])[CH2:20][N:19]3[CH2:26][CH:27]([NH2:31])[CH:28]([CH3:30])[CH3:29])=[O:17])[CH:14]=1)[NH:11][C:10]1[CH:9]=[N:8][CH:7]=[CH:6][C:5]2=1.[CH3:32][C:33]1[N:41]=[CH:40][CH:39]=[CH:38][C:34]=1[C:35](O)=[O:36].CCN=C=NCCCN(C)C>N1C=CC=CC=1.O.CCOC(C)=O>[Cl:1][C:2]1[CH:3]=[C:4]2[C:12](=[C:13]([NH:15][C:16]([CH:18]3[CH2:23][O:22][C:21]([CH3:24])([CH3:25])[CH2:20][N:19]3[CH2:26][CH:27]([NH:31][C:35]([C:34]3[C:33]([CH3:32])=[N:41][CH:40]=[CH:39][CH:38]=3)=[O:36])[CH:28]([CH3:29])[CH3:30])=[O:17])[CH:14]=1)[NH:11][C:10]1[CH:9]=[N:8][CH:7]=[CH:6][C:5]2=1. Procedure details: To a solution of 4-(2-amino-3-methyl-butyl)-6,6-dimethyl-morpholine-3-carboxylic acid (6-chloro-9H-β-carbolin-8-yl)-amide (1.47 g, 3.31 mmol) in pyridine (35 mL) was added 2-methyl-nicotinic acid (544 mg, 3.97 mmol) and EDCI (1.02 g, 5.30 mmol). The solution was stirred 6.5 hours at room temperature, then diluted with water (100 mL). The mixture was poured into a separatory funnel and diluted further with water (50 mL) and EtOAc (150 mL). The layers were shaken and separated. The aqueous layer w...